From a dataset of the Open Reaction Database (ORD), a public repository of structured organic reaction records. describe an organic reaction: reactants, conditions, products, and yield Starting materials: CN(C(=O)Cl)c1ccccc1, CS(=O)(=O)c1ccc(O)cc1. Product: CN(C(=O)Oc1ccc(S(C)(=O)=O)cc1)c1ccccc1. As a reaction SMILES: [CH3:12][N:13]([C:14](=[O:15])[Cl:16])[c:17]1[cH:18][cH:19][cH:20][cH:21][cH:22]1.[CH3:1][S:2](=[O:3])(=[O:4])[c:5]1[cH:6][cH:7][c:8]([OH:11])[cH:9][cH:10]1>>[CH3:1][S:2](=[O:3])(=[O:4])[c:5]1[cH:6][cH:7][c:8]([O:11][C:14]([N:13]([CH3:12])[c:17]2[cH:18][cH:19][cH:20][cH:21][cH:22]2)=[O:15])[cH:9][cH:10]1. Reactants: O(C1=CC=CC=C1)P(=O)(OC1=CC=CC=C1)OC=1[C@@H]([C@@H]2N(C1C(=O)OCC1=CC=C(C=C1)[N+](=O)[O-])C([C@@H]2[C@@H](C)O)=O)C (p-nitrobenzyl (1R,5S,6S)-2-diphenoxyphosphoryloxy-6-[(R)-1-hydroxyethyl]-1-methyl-1-carbapen-2-em-3-carboxylate), S[C@H]1C[C@H](N(C1)C(=O)OCC1=CC=C(C=C1)[N+](=O)[O-])C1C(NCC1)=O ((2S,4S)-4-mercapto-N-(p-nitrobenzyloxycarbonyl)-2-(2-pyrrolidon- 3-yl)pyrrolidine). Yields the product O[C@H](C)[C@@H]1[C@@H]2N(C(=C[C@@]2(C)S[C@H]2C[C@H](N(C2)C(=O)OCC2=CC=C(C=C2)[N+](=O)[O-])C2C(NCC2)=O)C(=O)OCC2=CC=C(C=C2)[N+](=O)[O-])C1=O (p-nitrobenzyl (1R,5S,6S)-6-[(R)-1-hydroxyethyl]-1-methyl-[(2S,4S)-N-(p-nitrobenzyloxycarbonyl)-2-(2-pyrrolidon-3-yl)pyrrolidin-4-ylthio]-1-carbapen-2-em-3-carboxylate). As a reaction SMILES: O(P(O[C:18]1[C@H:19]([CH3:42])[C@H:20]2[C@@H:37]([C@H:38]([OH:40])[CH3:39])[C:36](=[O:41])[N:21]2[C:22]=1[C:23]([O:25][CH2:26][C:27]1[CH:32]=[CH:31][C:30]([N+:33]([O-:35])=[O:34])=[CH:29][CH:28]=1)=[O:24])(OC1C=CC=CC=1)=O)C1C=CC=CC=1.[SH:43][C@@H:44]1[CH2:48][N:47]([C:49]([O:51][CH2:52][C:53]2[CH:58]=[CH:57][C:56]([N+:59]([O-:61])=[O:60])=[CH:55][CH:54]=2)=[O:50])[C@H:46]([CH:62]2[CH2:66][CH2:65][NH:64][C:63]2=[O:67])[CH2:45]1>>[OH:40][C@@H:38]([C@H:37]1[C:36](=[O:41])[N:21]2[C:22]([C:23]([O:25][CH2:26][C:27]3[CH:28]=[CH:29][C:30]([N+:33]([O-:35])=[O:34])=[CH:31][CH:32]=3)=[O:24])=[CH:18][C@:19]([S:43][C@@H:44]3[CH2:48][N:47]([C:49]([O:51][CH2:52][C:53]4[CH:58]=[CH:57][C:56]([N+:59]([O-:61])=[O:60])=[CH:55][CH:54]=4)=[O:50])[C@H:46]([CH:62]4[CH2:66][CH2:65][NH:64][C:63]4=[O:67])[CH2:45]3)([CH3:42])[C@H:20]12)[CH3:39]. The yield is 75.6%. Procedure: The same procedure as in Example 1-1 was carried out by using p-nitrobenzyl (1R,5S,6S)-2-diphenoxyphosphoryloxy-6-[(R)-1-hydroxyethyl]-1-methyl-1-carbapen-2-em-3-carboxylate (180 mg, 0.30 mmol) and (2S,4S)-4-mercapto-N-(p-nitrobenzyloxycarbonyl)-2-(2-pyrrolidon- 3-yl)pyrrolidine (110 mg, 0.30 mmol) to obtain p-nitrobenzyl (1R,5S,6S)-6-[(R)-1-hydroxyethyl]-1-methyl-[(2S,4S)-N-(p-nitrobenzyloxycarbonyl)-2-(2-pyrrolidon-3-yl)pyrrolidin-4-ylthio]-1-carbapen-2-em-3-carboxylate (161 mg, yield: 74.9%). Starting materials: COC1=CC(=C(NC2=C(C3=C(S2)C=CC=C3)C(=O)OCC)C=C1)[N+](=O)[O-] (ethyl 2-(4-methoxy-2-nitroanilino)benzo[b]thiophene-3-carboxylate), [H][H] (hydrogen). Reagents/catalysts: [C].[Pd] (palladium-carbon). Solvent: C(C)(=O)OCC (ethyl acetate). The product is NC1=C(NC2=C(C3=C(S2)C=CC=C3)C(=O)OCC)C=CC(=C1)OC (ethyl 2-(2-amino-4-methoxyanilino)benzo[b]thiophene-3-carboxylate). Reaction SMILES: [CH3:1][O:2][C:3]1[CH:23]=[CH:22][C:6]([NH:7][C:8]2[S:12][C:11]3[CH:13]=[CH:14][CH:15]=[CH:16][C:10]=3[C:9]=2[C:17]([O:19][CH2:20][CH3:21])=[O:18])=[C:5]([N+:24]([O-])=O)[CH:4]=1.[H][H]>[C].[Pd].C(OCC)(=O)C>[NH2:24][C:5]1[CH:4]=[C:3]([O:2][CH3:1])[CH:23]=[CH:22][C:6]=1[NH:7][C:8]1[S:12][C:11]2[CH:13]=[CH:14][CH:15]=[CH:16][C:10]=2[C:9]=1[C:17]([O:19][CH2:20][CH3:21])=[O:18] |f:2.3|. Reported procedure: In the same manner as in Starting Material Synthesis Example 19 and using ethyl 2-(4-methoxy-2-nitroanilino)benzo[b]thiophene-3-carboxylate, ethyl acetate, 10% palladium-carbon and hydrogen (60 atm kg/cm2), ethyl 2-(2-amino-4-methoxyanilino)benzo[b]thiophene-3-carboxylate is obtained. The reactants are NC1CN(CC1)C1=C(C=C2C(C(=CN(C2=N1)C1=C(C=C(C=C1)F)F)C(=O)OCC)=O)F (ethyl 7-(3-amino-1-pyrrolidinyl)-1-(2,4-difluorophenyl)-6-fluoro-1,4-dihydro-4-oxo-1,8-naphthyridine-3-carboxylate), O (water), Cl (hydrochloric acid). The product is Cl.NC1CN(CC1)C1=C(C=C2C(C(=CN(C2=N1)C1=C(C=C(C=C1)F)F)C(=O)O)=O)F (7-(3-amino-1-pyrrolidinyl)-1-(2,4-difluorophenyl)-6-fluoro-1,4-dihydro-4-oxo-1,8-naphthyridine-3-carboxylic acid hydrochloride). Isolated yield 90.2%. RXN SMILES: [NH2:1][CH:2]1[CH2:6][CH2:5][N:4]([C:7]2[N:16]=[C:15]3[C:10]([C:11](=[O:30])[C:12]([C:25]([O:27]CC)=[O:26])=[CH:13][N:14]3[C:17]3[CH:22]=[CH:21][C:20]([F:23])=[CH:19][C:18]=3[F:24])=[CH:9][C:8]=2[F:31])[CH2:3]1.O.[ClH:33]>>[ClH:33].[NH2:1][CH:2]1[CH2:6][CH2:5][N:4]([C:7]2[N:16]=[C:15]3[C:10]([C:11](=[O:30])[C:12]([C:25]([OH:27])=[O:26])=[CH:13][N:14]3[C:17]3[CH:22]=[CH:21][C:20]([F:23])=[CH:19][C:18]=3[F:24])=[CH:9][C:8]=2[F:31])[CH2:3]1 |f:3.4|. Procedure details: In 6 ml of 6N hydrochloric acid was suspended 1.00 g of ethyl 7-(3-amino-1-pyrrolidinyl)-1-(2,4-difluorophenyl)-6-fluoro-1,4-dihydro-4-oxo-1,8-naphthyridine-3-carboxylate, and the resulting suspension was subjected to reaction under reflux for 2 hours. Subsequently, 6 ml of water was added thereto and crystals were collected by filtration, and then washed with 2 ml of water to obtain 920 mg (yield 90.2%) of 7-(3-amino-1-pyrrolidinyl)-1-(2,4-difluorophenyl)-6-fluoro-1,4-dihydro-4-oxo-1,8-naphthyr... Reactants: NC1=NC(=C2NC(=NC2=N1)Cl)Cl (2-amino-6,8-dichloropurine), BrCCC1COC(OC1)(C)C (5-bromoethyl-2,2-dimethyl-1,3-dioxan), C([O-])([O-])=O.[K+].[K+] (potassium carbonate). The solvent is CN(C=O)C (N,N-dimethylformamide). Run at time 18 hour. Yields the product NC1=NC(=C2N=C(N(C2=N1)CCC1COC(OC1)(C)C)Cl)Cl (2-amino-6,8-dichloro-9-(2-(2,2-dimethyl-1,3-dioxan-5-yl)ethyl)purine). The yield is 44.6%. Reaction SMILES: [NH2:1][C:2]1[N:10]=[C:9]2[C:5]([NH:6][C:7]([Cl:11])=[N:8]2)=[C:4]([Cl:12])[N:3]=1.Br[CH2:14][CH2:15][CH:16]1[CH2:21][O:20][C:19]([CH3:23])([CH3:22])[O:18][CH2:17]1.C(=O)([O-])[O-].[K+].[K+]>CN(C)C=O>[NH2:1][C:2]1[N:10]=[C:9]2[C:5]([N:6]=[C:7]([Cl:11])[N:8]2[CH2:14][CH2:15][CH:16]2[CH2:21][O:20][C:19]([CH3:23])([CH3:22])[O:18][CH2:17]2)=[C:4]([Cl:12])[N:3]=1 |f:2.3.4|. Reported procedure: A mixture of 2-amino-6,8-dichloropurine (0.82 g), 5-bromoethyl-2,2-dimethyl-1,3-dioxan (0.9 g) and anhydrous potassium carbonate (0.83 g) in N,N-dimethylformamide (20 ml) was stirred at room temperature for 18 hours under dry nitrogen. The mixture was then filtered and the filtrate evaporated. The residue was purified by column chromatography on silica (100 g) [eluent 2% methanol-dichloromethane] to give 2-amino-6,8-dichloro-9-(2-(2,2-dimethyl-1,3-dioxan-5-yl)ethyl)purine (t.l.c. r.f. 0.50, 5% m... The reactants are CC(=O)[O-], CC(=O)[O-], CCCCCCCCCCCCOC(=O)c1ccc2c(c1)C(=O)N(O)C2=O, CCCCCCC(C)O, [Co+2], O. Product: CCCCCCC(C)=O. RXN SMILES: [C:38]([O-:39])(=[O:40])[CH3:41].[C:43]([O-:44])(=[O:45])[CH3:46].[CH2:10]([O:11][C:12]([c:13]1[cH:14][c:15]2[c:22]([cH:23][cH:24]1)[C:20](=[O:21])[N:18]([OH:19])[C:16]2=[O:17])=[O:25])[CH2:26][CH2:27][CH2:28][CH2:29][CH2:30][CH2:31][CH2:32][CH2:33][CH2:34][CH2:35][CH3:36].[CH3:1][CH:2]([CH2:3][CH2:4][CH2:5][CH2:6][CH2:7][CH3:8])[OH:9].[Co+2:42].[O:37]>>[CH3:1][C:2]([CH2:3][CH2:4][CH2:5][CH2:6][CH2:7][CH3:8])=[O:9]. Yields the product C(C=C)(=O)OCC.C(C(=C)C)(=O)OC (ethyl acrylate methyl methacrylate). Procedure details: To 150 g of isopropanol were added 55 g of ethyl acrylate, 35 g of methyl methacrylate and 10 g of methacrylic acid. To the resulting mixture was added 0.5 g of benzoyl peroxide, and thereafter, the mixture thus-obtained was subjected to polymerization reaction at 80° C. for 7 hours. Subsequently, 200 g of water and 4 g of 28% ammonia water were added thereto, and then, the isopropanol was completely removed by distillation to obtain an ethyl acrylate/methyl methacrylate copolymer. Starting materials: C(C1=CC=CC=C1)(=O)OOC(C1=CC=CC=C1)=O (benzoyl peroxide), O.N (ammonia water), C(C=C)(=O)OCC (ethyl acrylate), C(C(=C)C)(=O)OC (methyl methacrylate), C(C(=C)C)(=O)O (methacrylic acid). Reaction SMILES: [C:1]([O:5][CH2:6][CH3:7])(=[O:4])[CH:2]=[CH2:3].[C:8]([O:13][CH3:14])(=[O:12])[C:9]([CH3:11])=[CH2:10].C(O)(=O)C(C)=C.C(OOC(=O)C1C=CC=CC=1)(=O)C1C=CC=CC=1.O.N>O.C(O)(C)C>[C:1]([O:5][CH2:6][CH3:7])(=[O:4])[CH:2]=[CH2:3].[C:8]([O:13][CH3:14])(=[O:12])[C:9]([CH3:11])=[CH2:10] |f:4.5,8.9|. Run in O (water), C(C)(C)O (isopropanol). The reactants are C(#N)P([O-])([O-])=O.[Li+].[Na+] (Sodium lithium cyanophosphonate), [H][H] (hydrogen), [H][H] (hydrogen), C(C)OC(CN)=O (glycine ethyl ester). Reagents/catalysts: [Pd] (palladium on carbon). Solvent: O (water). Conditions: temperature 50 celsius, time 8 hour. The product is P(=O)([O-])([O-])[O-] (phosphate), P(=O)(O)(O)CNCC(=O)O (N-phosphonomethylglycine). Isolated yield 0.9%. Reaction SMILES: [C:1]([P:3](=[O:6])([O-:5])[O-:4])#[N:2].[Li+].[Na+].C([O:11][C:12](=[O:15])[CH2:13]N)C.[H][H]>O.[Pd]>[P:3]([O-:5])([O-:11])([O-:4])=[O:6].[P:3]([CH2:1][NH:2][CH2:13][C:12]([OH:15])=[O:11])([OH:5])([OH:4])=[O:6] |f:0.1.2|. Procedure details: Sodium lithium cyanophosphonate was dissolved in water in a Fisher Porter bottle containing a magnetic stir bar, and glycine ethyl ester was added. A catalyst of 5% palladium on carbon (Lot #323810, water 52.38%, Engelhard) was added. After three pressure-release cycles with hydrogen, the bottle was pressurized to 25 psi with hydrogen and stirred overnight at 50° C. The pressure was then released and the reaction mixture was filtered through Celite and washed with D2O. HPLC analysis (system for ... Reactants: C[Si](C=1C=C(C=C(C1)[Si](C)(C)C)Br)(C)C (3,5 Bis(trimethylsilyl)bromobenzene), C(C)(C)(C)C1=CC=C(C=C1)CCC(=O)O (3-(4-t-butylphenyl)propionic acid), S(=O)(Cl)Cl (thionyl chloride). Reagents/catalysts: CN(C=O)C (dimethylformamide), C(C)(C)(C)C1=CC=C(C=C1)CCC(=O)O (3-(4-t-butylphenyl)propionic acid). The solvent is C(Cl)Cl (methylene chloride). Run at time 8 hour. Yields the product C(C)(C)(C)C1=CC=C(C=C1)CCC(=O)Cl (3-(4-t-butylphenyl)propionyl chloride). Isolated yield 76.5%. Reaction SMILES: C[Si](C)(C)C1C=C(Br)C=C([Si](C)(C)C)C=1.[C:16]([C:20]1[CH:25]=[CH:24][C:23]([CH2:26][CH2:27][C:28]([OH:30])=O)=[CH:22][CH:21]=1)([CH3:19])([CH3:18])[CH3:17].S(Cl)([Cl:33])=O>CN(C)C=O.C(Cl)Cl.C(C1C=CC(CCC(O)=O)=CC=1)(C)(C)C>[C:16]([C:20]1[CH:25]=[CH:24][C:23]([CH2:26][CH2:27][C:28]([Cl:33])=[O:30])=[CH:22][CH:21]=1)([CH3:19])([CH3:18])[CH3:17]. Reported procedure: A 2 L 3 neck round bottom flask fit with a condenser, thermometer, nitrogen inlet, and overhead stirrer was charged with 3-(4-t-butylphenyl)propionic acid (118.7 g, 0.576 mol),thionyl chloride (210 mL, 2.88 mol), dimethylformamide (3 drops), and methylene chloride solvent. The reaction was refluxed for 3 hours and additional 3-(4-t-butylphenyl)propionic acid (8.17 g, 0.040 mol) was added to the reactor and refluxed for an additional hour. After allowing to stand overnight, the reaction was strip...